This data is from the Open Reaction Database (ORD), a public repository of structured organic reaction records. The task is: describe an organic reaction: reactants, conditions, products, and yield Starting materials: BrC=1C=C/C(/NC1)=N/S(=O)(=O)C1=CC=C(C=C1)C (N-[5-Bromo-1H-pyridin-(2Z)-ylidene]-4-methyl-benzenesulfonamide), O (water), CCN(C(C)C)C(C)C (Hunigs base), BrCC(=O)N (2-bromoacetamide). Run in CN(C)C=O (DMF). Conditions: time 72 hour. Yields the product BrC=1C=C/C(/N(C1)CC(=O)N)=N/S(=O)(=O)C1=CC=C(C=C1)C (2-{5-Bromo-2-[(Z)-toluene-4-sulfonylimino]-2H-pyridin-1-yl}-acetamide). As a reaction SMILES: [Br:1][C:2]1[CH:3]=[CH:4]/[C:5](=[N:8]/[S:9]([C:12]2[CH:17]=[CH:16][C:15]([CH3:18])=[CH:14][CH:13]=2)(=[O:11])=[O:10])/[NH:6][CH:7]=1.CCN(C(C)C)C(C)C.Br[CH2:29][C:30]([NH2:32])=[O:31].O>CN(C=O)C>[Br:1][C:2]1[CH:3]=[CH:4]/[C:5](=[N:8]/[S:9]([C:12]2[CH:17]=[CH:16][C:15]([CH3:18])=[CH:14][CH:13]=2)(=[O:11])=[O:10])/[N:6]([CH2:29][C:30]([NH2:32])=[O:31])[CH:7]=1. Procedure details: N-[5-Bromo-1H-pyridin-(2Z)-ylidene]-4-methyl-benzenesulfonamide (80 g, 244.5 mmol) is suspended in anhydrous DMF (350 ml). Hunigs base (46.8 ml, 268.9 mmol) is added followed by 2-bromoacetamide (37.12 g, 268.9 mmol) and the mixture is stirred at room temperature for 72 hours. The reaction is poured into water (1000 ml) and the mixture is stirred for 1 hour. The product is collected by filtration, washed with more water (300 ml) and dried in a vacuum oven at 50° C. to give the title compound.